This data is from the Open Reaction Database (ORD), a public repository of structured organic reaction records. The task is: describe an organic reaction: reactants, conditions, products, and yield Starting materials: IC1=CC=C(OC(C)CCCCCCCC)C=C1 (2-(4-iodophenoxy)decane), CS(=O)(=O)OC(C)CCCCCCCCCCCCC (2-methanesulfonyloxypentadecane), IC1=CC=C(C=C1)O (4-iodophenol), C([O-])([O-])=O.[K+].[K+] (potassium carbonate), IC1=CC=C(OC(C)CCCCCCCC)C=C1 (2-(4-iodophenoxy)decane). The solvent is hexanes, CN(C)C=O (DMF). Run at temperature 80 celsius, time 24 hour. The product is IC1=CC=C(OC(C)CCCCCCCCCCCCC)C=C1 (2-(4-iodophenoxy)pentadecane). Isolated yield 43.1%. As a reaction SMILES: CS([O:5][CH:6]([CH2:8][CH2:9][CH2:10][CH2:11][CH2:12][CH2:13][CH2:14][CH2:15][CH2:16][CH2:17][CH2:18][CH2:19][CH3:20])[CH3:7])(=O)=O.[I:21][C:22]1[CH:27]=[CH:26][C:25](O)=[CH:24][CH:23]=1.C(=O)([O-])[O-].[K+].[K+].IC1C=CC(OC(CCCCCCCC)C)=CC=1>CN(C=O)C>[I:21][C:22]1[CH:27]=[CH:26][C:25]([O:5][CH:6]([CH2:8][CH2:9][CH2:10][CH2:11][CH2:12][CH2:13][CH2:14][CH2:15][CH2:16][CH2:17][CH2:18][CH2:19][CH3:20])[CH3:7])=[CH:24][CH:23]=1 |f:2.3.4|. Reported procedure: The 2-methanesulfonyloxypentadecane (34.4 g, 102 mmol) was reacted with 4-iodophenol (22.7 g, 103 mmol) and potassium carbonate (14.3 g, 103 mmol) in DMF (200 ml) as per 2-(4-iodophenoxy)decane except that the temperature of the oil bath was maintained at 80° C. for 15 hrs and increased to 86° C. with stirring for an additional 24 hrs. At the end of this period, NMR spectral analysis indicated that the reaction was complete. The reaction mixture was processed as for 2-(4-iodophenoxy)decane excep... Starting materials: CC(=O)O, Nc1cccc(Cc2n[nH]c(=O)c3ccccc23)c1, O=C1CCC(=O)O1. Yields the product O=C1CCC(=O)N1c1cccc(Cc2n[nH]c(=O)c3ccccc23)c1. As a reaction SMILES: [CH3:27][C:28](=[O:29])[OH:30].[NH2:1][c:2]1[cH:3][c:4]([CH2:5][c:6]2[n:7][nH:8][c:9](=[O:16])[c:10]3[cH:11][cH:12][cH:13][cH:14][c:15]23)[cH:17][cH:18][cH:19]1.[O:20]=[C:21]1[CH2:22][CH2:23][C:24](=[O:25])[O:26]1>>[N:1]1([c:2]2[cH:3][c:4]([CH2:5][c:6]3[n:7][nH:8][c:9](=[O:16])[c:10]4[cH:11][cH:12][cH:13][cH:14][c:15]34)[cH:17][cH:18][cH:19]2)[C:21](=[O:20])[CH2:22][CH2:23][C:24]1=[O:25]. The reactants are C1CCC2=NCCCN2CC1, CC#N, Cl, CC1COc2c(F)c(F)cc3c(=O)c(C(=O)O)cn1c23, c1ncn(C2CCNC2)n1. The product is CC1COc2c(N3CCC(n4cncn4)C3)c(F)cc3c(=O)c(C(=O)O)cn1c23. RXN SMILES: [CH2:32]1[CH2:33][CH2:34][C:35]2=[N:40][CH2:39][CH2:38][CH2:37][N:36]2[CH2:41][CH2:42]1.[CH3:43][C:44]#[N:45].[ClH:21].[F:1][c:2]1[c:3]([F:20])[c:4]2[c:5]3[n:6]([cH:11][c:12]([C:17](=[O:18])[OH:19])[c:13](=[O:16])[c:14]3[cH:15]1)[CH:7]([CH3:10])[CH2:8][O:9]2.[n:22]1([CH:27]2[CH2:28][NH:29][CH2:30][CH2:31]2)[n:23][cH:24][n:25][cH:26]1>>[F:1][c:2]1[c:3]([N:29]2[CH2:28][CH:27]([n:22]3[n:23][cH:24][n:25][cH:26]3)[CH2:31][CH2:30]2)[c:4]2[c:5]3[n:6]([cH:11][c:12]([C:17](=[O:18])[OH:19])[c:13](=[O:16])[c:14]3[cH:15]1)[CH:7]([CH3:10])[CH2:8][O:9]2. Starting materials: NC=1C(N(C(N(C1N)C1=CC=CC=C1)=O)CCC)=O (5,6-diamino-1-phenyl-3-propyluracil), N(=O)[O-].[Na+] (sodium nitrite), NC1=CC(N(C(N1C1=CC=CC=C1)=O)CCC)=O (6-amino-1-phenyl-3-propyluracil), C1(=CC=CC=C1)N=C=O (phenyl isocyanate), C(CC)N (propylamine), [H][H] (hydrogen), NC(=O)N (urea), C(#N)CC(=O)O (cyanoacetic acid). Product: C(CC)NC(=O)NC1=CC=CC=C1 (N-Propyl-N'-phenylurea). As a reaction SMILES: C1(N=C=O)C=CC=CC=1.C(N)CC.NC(N)=O.C(CC(O)=O)#N.N([O-])=O.[Na+].N[C:29]1[N:34]([C:35]2[CH:40]=[CH:39][CH:38]=[CH:37][CH:36]=2)[C:33](=[O:41])[N:32](CCC)[C:31](=O)[CH:30]=1.[H][H].NC1C(=O)N(CCC)C(=O)N(C2C=CC=CC=2)C=1N>>[CH2:31]([NH:32][C:33]([NH:34][C:35]1[CH:40]=[CH:39][CH:38]=[CH:37][CH:36]=1)=[O:41])[CH2:30][CH3:29] |f:4.5|. Reported procedure: N-Propyl-N'-phenylurea was prepared preliminarily from phenyl isocyanate and propylamine by the same procedure as in Reference Example 1. The urea compound as the starting material was reacted with cyanoacetic acid to form a uracil ring. Using sodium nitrite a nitroso group was introduced into the 5-position of the uracil ring in the obtained 6-amino-1-phenyl-3-propyluracil and then reduced with hydrogen gas to prepare 5,6-diamino-1-phenyl-3-propyluracil. Reactants: BrCCC(C)C1=CC=C(C=C1)F (1-(3-Bromo-1-methyl-propyl)-4-fluoro-benzene), COC=1C=C(C=C(C1O)OC)C (3,5-dimethoxy-4-hydroxy-toluene). Yields the product FC1=CC=C(C=C1)C(CCOC1=C(C=C(C=C1OC)C)OC)C (2-[3-(4-fluorophenyl)butoxy]-1,3-dimethoxy-5-methylbenzene). Isolated yield 81.7%. RXN SMILES: Br[CH2:2][CH2:3][CH:4]([C:6]1[CH:11]=[CH:10][C:9]([F:12])=[CH:8][CH:7]=1)[CH3:5].[CH3:13][O:14][C:15]1[CH:16]=[C:17]([CH3:24])[CH:18]=[C:19]([O:22][CH3:23])[C:20]=1[OH:21]>>[F:12][C:9]1[CH:10]=[CH:11][C:6]([CH:4]([CH3:5])[CH2:3][CH2:2][O:21][C:20]2[C:19]([O:22][CH3:23])=[CH:18][C:17]([CH3:24])=[CH:16][C:15]=2[O:14][CH3:13])=[CH:7][CH:8]=1. Procedure: Example 4a (2.54 g, 11 mmol) and 3,5-dimethoxy-4-hydroxy-toluene (1.68 g, 10 mmol) were reacted as described under General Procedure A and the crude product was purified by flash chromatography (silica-gel, hexane/EtOAc 19:1) to provide the product as a clear oil (2.6 g, 82%). 1H NMR (300 MHz, CDCl3) δ 7.20-7.15 (m, 2H), 6.97-6.91 (m, 2H), 6.35 (s, 2H), 3.85-3.37 (m, 8H), 3.10-3.02 (m, 1H), 3.28 (s, 3H), 2.04-1.89 (m, 2H), 1.26 (d, J=6.9 Hz, 3H). The reactants are ClCCCl, CNC, CCN(C(C)C)C(C)C, O=C(COc1ccc(Cl)cc1Cl)Nc1cccc(C(=O)O)c1, CN(C)C=O, On1nnc2ccccc21. The product is CN(C)C(=O)c1cccc(NC(=O)COc2ccc(Cl)cc2Cl)c1. As a reaction SMILES: [CH2:26]([Cl:27])[CH2:28][Cl:29].[CH3:23][NH:24][CH3:25].[CH:40]([N:41]([CH2:42][CH3:43])[CH:44]([CH3:45])[CH3:46])([CH3:47])[CH3:48].[Cl:1][c:2]1[c:3]([O:4][CH2:5][C:6](=[O:7])[NH:8][c:9]2[cH:10][c:11]([C:12](=[O:13])[OH:14])[cH:15][cH:16][cH:17]2)[cH:18][cH:19][c:20]([Cl:22])[cH:21]1.[O:49]=[CH:50][N:51]([CH3:52])[CH3:53].[OH:30][n:31]1[c:32]2[c:33]([cH:34][cH:35][cH:36][cH:37]2)[n:38][n:39]1>>[Cl:1][c:2]1[c:3]([O:4][CH2:5][C:6](=[O:7])[NH:8][c:9]2[cH:10][c:11]([C:12](=[O:13])[N:24]([CH3:23])[CH3:25])[cH:15][cH:16][cH:17]2)[cH:18][cH:19][c:20]([Cl:22])[cH:21]1. The reactants are O=Cc1ccccc1Br, CC(=O)[O-], CC(=O)[O-], CCCC[N+](CCCC)(CCCC)CCCC, CC(=O)[O-], [Cl-], [Na+], CN(C)C=O, O, [Pd+2], CC(C)(C)OC(=O)NC1(c2ccc(C#Cc3ccccc3)cc2)CCC1. Yields the product CC(C)(C)OC(=O)NC1(c2ccc(C3=C(c4ccccc4)c4ccccc4C3=O)cc2)CCC1. As a reaction SMILES: [Br:1][c:2]1[c:3]([CH:4]=[O:5])[cH:6][cH:7][cH:8][cH:9]1.[C:65]([O-:66])(=[O:67])[CH3:68].[C:70]([O-:71])(=[O:72])[CH3:73].[CH2:43]([N+:44]([CH2:45][CH2:46][CH2:47][CH3:48])([CH2:49][CH2:50][CH2:51][CH3:52])[CH2:53][CH2:54][CH2:55][CH3:56])[CH2:57][CH2:58][CH3:59].[CH3:37][C:38](=[O:39])[O-:40].[Cl-:42].[Na+:36].[O:60]=[CH:61][N:62]([CH3:63])[CH3:64].[OH2:41].[Pd+2:69].[c:10]1([C:16]#[C:17][c:18]2[cH:19][cH:20][c:21]([C:24]3([NH:28][C:29]([O:30][C:31]([CH3:32])([CH3:33])[CH3:34])=[O:35])[CH2:25][CH2:26][CH2:27]3)[cH:22][cH:23]2)[cH:11][cH:12][cH:13][cH:14][cH:15]1>>[c:2]12[c:3]([cH:6][cH:7][cH:8][cH:9]1)[C:4](=[O:5])[C:17]([c:18]1[cH:19][cH:20][c:21]([C:24]3([NH:28][C:29]([O:30][C:31]([CH3:32])([CH3:33])[CH3:34])=[O:35])[CH2:25][CH2:26][CH2:27]3)[cH:22][cH:23]1)=[C:16]2[c:10]1[cH:11][cH:12][cH:13][cH:14][cH:15]1. Procedure: 6-(3-Dimethylamino-propoxy)-2-pyrrolo[1,2-c]pyrimidin-3-yl-chromen-4-one oxime was prepared in 22% overall yield using the procedure described in example 42A, starting from 6-hydroxy-2-pyrrolo[1,2-c]pyrimidin-3-yl-chromen-4-one O-tert-butyl oxime (example 81A) and (3-Chloro-propyl)-dimethyl-amine hydrochloride. The compound was treated with a 1.25 N solution of hydrogen chloride in isopropanol to yield 6-(3-Dimethylamino-propoxy)-2-pyrrolo[1,2-c]pyrimidin-3-yl-chromen-4-one oxime hydrochloride a... RXN SMILES: C([O:5][N:6]=[C:7]1[C:16]2[C:11](=[CH:12][CH:13]=[C:14]([OH:17])[CH:15]=2)[O:10][C:9]([C:18]2[N:23]=[CH:22][N:21]3[CH:24]=[CH:25][CH:26]=[C:20]3[CH:19]=2)=[CH:8]1)(C)(C)C.Cl.[Cl:28][CH2:29][CH2:30][CH2:31][N:32]([CH3:34])[CH3:33].Cl>C(O)(C)C>[CH3:33][N:32]([CH3:34])[CH2:31][CH2:30][CH2:29][O:17][C:14]1[CH:15]=[C:16]2[C:11](=[CH:12][CH:13]=1)[O:10][C:9]([C:18]1[N:23]=[CH:22][N:21]3[CH:24]=[CH:25][CH:26]=[C:20]3[CH:19]=1)=[CH:8][C:7]2=[N:6][OH:5].[ClH:28].[CH3:33][N:32]([CH3:34])[CH2:31][CH2:30][CH2:29][O:17][C:14]1[CH:15]=[C:16]2[C:11](=[CH:12][CH:13]=1)[O:10][C:9]([C:18]1[N:23]=[CH:22][N:21]3[CH:24]=[CH:25][CH:26]=[C:20]3[CH:19]=1)=[CH:8][C:7]2=[N:6][OH:5] |f:1.2,6.7|. Reactants: solution, Cl (hydrogen chloride), C(C)(C)(C)ON=C1C=C(OC2=CC=C(C=C12)O)C1=CC=2N(C=N1)C=CC2 (6-hydroxy-2-pyrrolo[1,2-c]pyrimidin-3-yl-chromen-4-one O-tert-butyl oxime), Cl.ClCCCN(C)C ((3-Chloro-propyl)-dimethyl-amine hydrochloride). Solvent: C(C)(C)O (isopropanol). The product is CN(CCCOC=1C=C2C(C=C(OC2=CC1)C1=CC=2N(C=N1)C=CC2)=NO)C (6-(3-Dimethylamino-propoxy)-2-pyrrolo[1,2-c]pyrimidin-3-yl-chromen-4-one oxime), Cl.CN(CCCOC=1C=C2C(C=C(OC2=CC1)C1=CC=2N(C=N1)C=CC2)=NO)C (6-(3-Dimethylamino-propoxy)-2-pyrrolo[1,2-c]pyrimidin-3-yl-chromen-4-one oxime hydrochloride).